Dataset: the Open Reaction Database (ORD), a public repository of structured organic reaction records. Task: describe an organic reaction: reactants, conditions, products, and yield Run in CO (methanol). The product is FC1=CC=C(C=C1)C=CC(=O)N[C@@H](CC1=CN(C2=CC=CC=C12)C)C(=O)O (Nα-[3-(4-Fluorophenyl)acryloyl]-1-Methyl-L-Tryptophan). Starting materials: FC1=CC=C(C=C1)C=CC(=O)N[C@@H](CC1=CN(C2=CC=CC=C12)C)C(=O)OC (Methyl Nα-[3-(4-Fluorophenyl)acryloyl]-1-Methyl-L-Tryptophanate), [OH-].[Na+] (sodium hydroxide). Yield: 80.8%. Procedure details: The same procedures as in Example 64 were carried out from the compound obtained in Example 23 (2.7 g), 1 mol/L of an aqueous sodium hydroxide solution (10.5 mL), and methanol (110 mL), to give the captioned compound (2.1 g, 80%) as crystals. As a reaction SMILES: [F:1][C:2]1[CH:7]=[CH:6][C:5]([CH:8]=[CH:9][C:10]([NH:12][C@H:13]([C:25]([O:27]C)=[O:26])[CH2:14][C:15]2[C:23]3[C:18](=[CH:19][CH:20]=[CH:21][CH:22]=3)[N:17]([CH3:24])[CH:16]=2)=[O:11])=[CH:4][CH:3]=1.[OH-].[Na+]>CO>[F:1][C:2]1[CH:3]=[CH:4][C:5]([CH:8]=[CH:9][C:10]([NH:12][C@H:13]([C:25]([OH:27])=[O:26])[CH2:14][C:15]2[C:23]3[C:18](=[CH:19][CH:20]=[CH:21][CH:22]=3)[N:17]([CH3:24])[CH:16]=2)=[O:11])=[CH:6][CH:7]=1 |f:1.2|.